From a dataset of the Open Reaction Database (ORD), a public repository of structured organic reaction records. describe an organic reaction: reactants, conditions, products, and yield The reactants are C(C)(C)(C)OC(=O)NC=1C=CC2=C(C(=NO2)OCC(CO)NC(=O)OC(C)(C)C)C1 (5-tert-butoxycarbonylamino-3-(2-tert-butoxycarbonylamino-3-hydroxypropoxy)-1,2-benzoisoxazole), ClS(=O)(=O)N=C=O (chlorosulfonyl isocyanate), O (water). Solvent: C(Cl)Cl (methylene chloride). Yields the product C(N)(=O)OCC(COC1=NOC2=C1C=C(C=C2)NC(=O)OC(C)(C)C)NC(=O)OC(C)(C)C (3-(3-carbamoyloxy-2-tert-butoxycarbonylaminopropoxy)-5-tert-butoxycarbonylamino-1,2-benzoisoxazole). Reaction SMILES: [C:1]([O:5][C:6]([NH:8][C:9]1[CH:10]=[CH:11][C:12]2[O:16][N:15]=[C:14]([O:17][CH2:18][CH:19]([NH:22][C:23]([O:25][C:26]([CH3:29])([CH3:28])[CH3:27])=[O:24])[CH2:20][OH:21])[C:13]=2[CH:30]=1)=[O:7])([CH3:4])([CH3:3])[CH3:2].ClS([N:35]=[C:36]=[O:37])(=O)=O.O>C(Cl)Cl>[C:36]([O:21][CH2:20][CH:19]([NH:22][C:23]([O:25][C:26]([CH3:29])([CH3:28])[CH3:27])=[O:24])[CH2:18][O:17][C:14]1[C:13]2[CH:30]=[C:9]([NH:8][C:6]([O:5][C:1]([CH3:3])([CH3:4])[CH3:2])=[O:7])[CH:10]=[CH:11][C:12]=2[O:16][N:15]=1)(=[O:37])[NH2:35]. Reported procedure: To a solution of 0.47 g of 5-tert-butoxycarbonylamino-3-(2-tert-butoxycarbonylamino-3-hydroxypropoxy)-1,2-benzoisoxazole in 10 ml of methylene chloride is added 0.21 g of chlorosulfonyl isocyanate at -45° to -40° C., and the temperature is elevated to 0° C., after which they are subjected to reaction at the same temperature for one hour. Subsequently, 10 ml of water is added, and they are subjected to reaction at 20°-25° C. for one hour. The solvent is removed from the reaction mixture by distil... Starting materials: C(C)OC(C)=O.Cl (hydrochloric acid ethyl acetate), COC(=O)C=1N(C(C2=CC=C(C=C2C1C1=CC=CC=C1)C(N(C)C)=O)=O)CC1=CC=C(C=C1)C(=O)OC(C)(C)C (2-(4-tert-butoxycarbonylbenzyl)-6-dimethylcarbamoyl-1-oxo-4-phenyl-1,2-dihydroisoquinoline-3-carboxylic acid methyl ester). Run at time 4 hour. The product is COC(=O)C=1N(C(C2=CC=C(C=C2C1C1=CC=CC=C1)C(N(C)C)=O)=O)CC1=CC=C(C=C1)C(=O)O (2-(4-carboxybenzyl)-6-dimethylcarbamoyl-1-oxo-4-phenyl-1,2-dihydroisoquinoline-3-carboxylic acid methyl ester). Yield: 68.5%. RXN SMILES: C(OC(=O)C)C.Cl.[CH3:8][O:9][C:10]([C:12]1[N:13]([CH2:34][C:35]2[CH:40]=[CH:39][C:38]([C:41]([O:43]C(C)(C)C)=[O:42])=[CH:37][CH:36]=2)[C:14](=[O:33])[C:15]2[C:20]([C:21]=1[C:22]1[CH:27]=[CH:26][CH:25]=[CH:24][CH:23]=1)=[CH:19][C:18]([C:28](=[O:32])[N:29]([CH3:31])[CH3:30])=[CH:17][CH:16]=2)=[O:11]>>[CH3:8][O:9][C:10]([C:12]1[N:13]([CH2:34][C:35]2[CH:36]=[CH:37][C:38]([C:41]([OH:43])=[O:42])=[CH:39][CH:40]=2)[C:14](=[O:33])[C:15]2[C:20]([C:21]=1[C:22]1[CH:23]=[CH:24][CH:25]=[CH:26][CH:27]=1)=[CH:19][C:18]([C:28](=[O:32])[N:29]([CH3:30])[CH3:31])=[CH:17][CH:16]=2)=[O:11] |f:0.1|. Reported procedure: To a 4N-hydrochloric acid ethyl acetate solution (4 ml) was added 2-(4-tert-butoxycarbonylbenzyl)-6-dimethylcarbamoyl-1-oxo-4-phenyl-1,2-dihydroisoquinoline-3-carboxylic acid methyl ester (140 mg), and the mixture was stirred at room temperature for 4 hrs. The reaction mixture was concentrated under reduced pressure, and the obtained residue was crystallized from methanol-diisopropyl ether to give the title compound (86 mg). Starting materials: C(C)OC(C=C(CC(=O)OCC)NC1=CC=C(C=C1)C(C)(C)C)=O (3-(4-tert-Butylphenylamino)pent-2-enedioic acid diethyl ester), ClC=1C(C=CC(C1)=O)=O (2-chloro-1,4-benzoquinone). Product: C(C)OC(=O)C1=C(N(C2=CC(=C(C=C12)O)Cl)C1=CC=C(C=C1)C(C)(C)C)CC(=O)OCC (1-(4-tert-Butylphenyl)-6-chloro-2-ethoxycarbonylmethyl-5-hydroxyindole-3-carboxylic acid ethyl ester). Reaction SMILES: [CH2:1]([O:3][C:4](=[O:24])[CH:5]=[C:6]([NH:13][C:14]1[CH:19]=[CH:18][C:17]([C:20]([CH3:23])([CH3:22])[CH3:21])=[CH:16][CH:15]=1)[CH2:7][C:8]([O:10][CH2:11][CH3:12])=[O:9])[CH3:2].[Cl:25][C:26]1[C:27](=[O:33])[CH:28]=[CH:29][C:30](=O)[CH:31]=1>>[CH2:1]([O:3][C:4]([C:5]1[C:29]2[C:30](=[CH:31][C:26]([Cl:25])=[C:27]([OH:33])[CH:28]=2)[N:13]([C:14]2[CH:19]=[CH:18][C:17]([C:20]([CH3:22])([CH3:21])[CH3:23])=[CH:16][CH:15]=2)[C:6]=1[CH2:7][C:8]([O:10][CH2:11][CH3:12])=[O:9])=[O:24])[CH3:2]. Reported procedure: The sub-title compound was prepared in accordance with step (b) Example 1 from 3-(4-tert-butylphenylamino)pent-2-enedioic acid diethyl ester (6.2 g, 18.6 mmol, see step (a) above) and 2-chloro-1,4-benzoquinone (3.1 g, 22 mmol). Yield 266 mg (3%). The reactants are [OH-].[Na+] (sodium hydroxide), C(=O)N1CC2=CC=CC=C2CC1C(=O)NC1(C(N(C2=CC=CC=C12)CCCCC)=O)CCC(=O)OCC (ethyl 3-[3-(2-formyl-1,2,3,4-tetrahydro-3-isoquinolinyl)carbonylamino-2,3-dihydro-2-oxo-1-pentyl-1H-indol-3-yl]propionate). The product is C(=O)N1CC2=CC=CC=C2CC1C(=O)NC1(C(N(C2=CC=CC=C12)CCCCC)=O)CCC(=O)[O-].[Na+] (sodium 3-[3-(2-formyl-1,2,3,4-tetrahydro-3-isoquinolinyl)carbonylamino-2,3-dihydro-2-oxo-1-pentyl-1H-indol-3-yl]propionate). Reported procedure: 3.79 ml of 1N sodium hydroxide was added to 30 ml of an ethanol solution of 1.70 g of ethyl 3-[3-(2-formyl-1,2,3,4-tetrahydro-3-isoquinolinyl)carbonylamino-2,3-dihydro-2-oxo-1-pentyl-1H-indol-3-yl]propionate. The mixture was stirred at room temperature for 4 hours. After removal of solvent, the residue was dissolved in water, washed with water with diethyl ether, made acidic with 10% hydrochloric acid and then extracted with ethyl acetate. The ethyl acetate layer was further extracted with a sod... Reaction SMILES: [OH-].[Na+:2].[CH:3]([N:5]1[CH:14]([C:15]([NH:17][C:18]2([CH2:33][CH2:34][C:35]([O:37]CC)=[O:36])[C:26]3[C:21](=[CH:22][CH:23]=[CH:24][CH:25]=3)[N:20]([CH2:27][CH2:28][CH2:29][CH2:30][CH3:31])[C:19]2=[O:32])=[O:16])[CH2:13][C:12]2[C:7](=[CH:8][CH:9]=[CH:10][CH:11]=2)[CH2:6]1)=[O:4]>C(O)C>[CH:3]([N:5]1[CH:14]([C:15]([NH:17][C:18]2([CH2:33][CH2:34][C:35]([O-:37])=[O:36])[C:26]3[C:21](=[CH:22][CH:23]=[CH:24][CH:25]=3)[N:20]([CH2:27][CH2:28][CH2:29][CH2:30][CH3:31])[C:19]2=[O:32])=[O:16])[CH2:13][C:12]2[C:7](=[CH:8][CH:9]=[CH:10][CH:11]=2)[CH2:6]1)=[O:4].[Na+:2] |f:0.1,4.5|. Conditions: time 4 hour. Solvent: C(C)O (ethanol). Reactants: C(C)(=O)OCC1=NC(=NO1)CONC(=O)C1C(N(C(C2=CC=CC=C12)=O)C1C(CCCC1)NS(=O)(=O)C)C1=C(C=C(C=C1)Cl)Cl ((3-{[({[(3RS,4RS)-3-(2,4-dichlorophenyl)-2-{(1SR,2SR)-2-[(mesyl)amino]cyclohexyl}-1-oxo-1,2,3,4-tetrahydroisoquinolin-4-yl]carbonyl}amino)oxy]methyl}-1,2,4-oxadiazol-5-yl)methyl acetate), C([O-])([O-])=O.[K+].[K+] (potassium carbonate), C(C)(=O)OCC (ethyl acetate). Solvent: CO (methanol). Run at time 3 hour. Yields the product ClC1=C(C=CC(=C1)Cl)C1N(C(C2=CC=CC=C2C1C(=O)NOCC1=NOC(=N1)CO)=O)C1C(CCCC1)NS(=O)(=O)C ((3RS,4RS)-3-(2,4-dichlorophenyl)-N-{[5-(hydroxymethyl)-1,2,4-oxadiazol-3-yl]methoxy}-2-{(1SR,2SR)-2-[(mesyl)amino]cyclohexyl}-1-oxo-1,2,3,4-tetrahydroisoquinoline-4-carboxamide). Isolated yield 51.8%. RXN SMILES: C([O:4][CH2:5][C:6]1[O:10][N:9]=[C:8]([CH2:11][O:12][NH:13][C:14]([CH:16]2[C:25]3[C:20](=[CH:21][CH:22]=[CH:23][CH:24]=3)[C:19](=[O:26])[N:18]([CH:27]3[CH2:32][CH2:31][CH2:30][CH2:29][CH:28]3[NH:33][S:34]([CH3:37])(=[O:36])=[O:35])[CH:17]2[C:38]2[CH:43]=[CH:42][C:41]([Cl:44])=[CH:40][C:39]=2[Cl:45])=[O:15])[N:7]=1)(=O)C.C(=O)([O-])[O-].[K+].[K+].C(OCC)(=O)C>CO>[Cl:45][C:39]1[CH:40]=[C:41]([Cl:44])[CH:42]=[CH:43][C:38]=1[CH:17]1[CH:16]([C:14]([NH:13][O:12][CH2:11][C:8]2[N:7]=[C:6]([CH2:5][OH:4])[O:10][N:9]=2)=[O:15])[C:25]2[C:20](=[CH:21][CH:22]=[CH:23][CH:24]=2)[C:19](=[O:26])[N:18]1[CH:27]1[CH2:32][CH2:31][CH2:30][CH2:29][CH:28]1[NH:33][S:34]([CH3:37])(=[O:36])=[O:35] |f:1.2.3|. Reported procedure: To a solution of 323 mg of (3-{[({[(3RS,4RS)-3-(2,4-dichlorophenyl)-2-{(1SR,2SR)-2-[(mesyl)amino]cyclohexyl}-1-oxo-1,2,3,4-tetrahydroisoquinolin-4-yl]carbonyl}amino)oxy]methyl}-1,2,4-oxadiazol-5-yl)methyl acetate in 6.5 ml of methanol was added 66 mg of potassium carbonate, followed by stirring at room temperature for 3 hours. To the reaction solution was added ethyl acetate, followed by washing with a saturated aqueous sodium chloride solution. The organic layer was dried over anhydrous magnesi... Starting materials: CC(C)(C)S(N)(=O)=O, CCN=C=NCCCN(C)C, CN(C)c1ccncc1, ClCCl, Cl, O=C(O)c1cccc([N+](=O)[O-])c1. The product is CC(C)(C)S(=O)(=O)NC(=O)c1cccc([N+](=O)[O-])c1. As a reaction SMILES: [CH3:13][C:14]([CH3:15])([CH3:16])[S:17](=[O:18])(=[O:19])[NH2:20].[CH3:22][N:23]([CH3:24])[CH2:25][CH2:26][CH2:27][N:28]=[C:29]=[N:30][CH2:31][CH3:32].[CH3:33][N:34]([CH3:35])[c:36]1[cH:37][cH:38][n:39][cH:40][cH:41]1.[Cl:42][CH2:43][Cl:44].[ClH:21].[N+:1](=[O:2])([O-:3])[c:4]1[cH:5][c:6]([C:7](=[O:8])[OH:9])[cH:10][cH:11][cH:12]1>>[N+:1](=[O:2])([O-:3])[c:4]1[cH:5][c:6]([C:7](=[O:9])[NH:20][S:17]([C:14]([CH3:13])([CH3:15])[CH3:16])(=[O:18])=[O:19])[cH:10][cH:11][cH:12]1.